This data is from the Open Reaction Database (ORD), a public repository of structured organic reaction records. The task is: describe an organic reaction: reactants, conditions, products, and yield Starting materials: C1(=CC=CC=C1)C(N1N=C(N=N1)CN1C(C(C(N(C2=C1C=CC=C2)CC=2N=NN(N2)C(C2=CC=CC=C2)(C2=CC=CC=C2)C2=CC=CC=C2)=O)NC(=O)NC=2C=C(C=CC2)C)=O)(C2=CC=CC=C2)C2=CC=CC=C2 (1,5-Bis-(2-triphenylmethyltetrazol-5-ylmethyl)-3-(N'-(m-tolyl)ureido)-1H-1,5-benzodiazepine-2,4(3H,5H)-dione), Cl (HCl), O (water). The solvent is CO (methanol). Run at time 15 hour. The product is N1N=NN=C1CN1C(C(C(N(C2=C1C=CC=C2)CC2=NN=NN2)=O)NC(=O)NC=2C=C(C=CC2)C)=O (1,5-Bis-(tetrazol-5-ylmethyl)-3-(N'-(m-tolyl)-ureido)-1H-1,5-benzodiazepine-2,4-(3H,5H)-dione). Yield: 66.5%. Reaction SMILES: C1(C(C2C=CC=CC=2)(C2C=CC=CC=2)[N:8]2[N:12]=[N:11][C:10]([CH2:13][N:14]3[C:20]4[CH:21]=[CH:22][CH:23]=[CH:24][C:19]=4[N:18]([CH2:25][C:26]4[N:27]=[N:28][N:29](C(C5C=CC=CC=5)(C5C=CC=CC=5)C5C=CC=CC=5)[N:30]=4)[C:17](=[O:50])[CH:16]([NH:51][C:52]([NH:54][C:55]4[CH:56]=[C:57]([CH3:61])[CH:58]=[CH:59][CH:60]=4)=[O:53])[C:15]3=[O:62])=[N:9]2)C=CC=CC=1.Cl.O>CO>[NH:30]1[C:26]([CH2:25][N:18]2[C:19]3[CH:24]=[CH:23][CH:22]=[CH:21][C:20]=3[N:14]([CH2:13][C:10]3[NH:9][N:8]=[N:12][N:11]=3)[C:15](=[O:62])[CH:16]([NH:51][C:52]([NH:54][C:55]3[CH:56]=[C:57]([CH3:61])[CH:58]=[CH:59][CH:60]=3)=[O:53])[C:17]2=[O:50])=[N:27][N:28]=[N:29]1. Procedure details: To a solution of Compound 8k (353 mg, 0.363 mmol) in methanol (20 ml) is added 10% HCl (5 ml) and the mixture is stirred for 15 hr at room temperature. After the addition of water (150 ml), the mixture is extracted with ethyl acetate. The organic layer is washed with water and extracted with 10% aqueous sodium carbonate. The aqueous layer is acidified with 10% HCl and extracted with ethyl acetate. The extract is washed with water, dried over sodium sulfate, and distilled under reduced pressure t... The reactants are CC1=NC(=NN1CC(=O)O)C(F)(F)F (2-(5-methyl-3-(trifluoromethyl)-1H-1,2,4-triazol-1-yl)acetic acid), FC1=CC=C(C=C1)N1N=CC=2NCCCC21 (1-(4-fluorophenyl)-4,5,6,7-tetrahydro-1H-pyrazolo[4,3-b]pyridine). Run in C(Cl)(Cl)Cl (CHCl3). Yields the product FC1=CC=C(C=C1)N1N=CC=2N(CCCC21)C(CN2N=C(N=C2C)C(F)(F)F)=O (1-(1-(4-fluorophenyl)-6,7-dihydro-1H-pyrazolo[4,3-b]pyridin-4(5H)-yl)-2-(5-methyl-3-(trifluoromethyl)-1H-1,2,4-triazol-1-yl)ethanone). RXN SMILES: [CH3:1][C:2]1[N:6]([CH2:7][C:8]([OH:10])=O)[N:5]=[C:4]([C:11]([F:14])([F:13])[F:12])[N:3]=1.[F:15][C:16]1[CH:21]=[CH:20][C:19]([N:22]2[C:30]3[CH2:29][CH2:28][CH2:27][NH:26][C:25]=3[CH:24]=[N:23]2)=[CH:18][CH:17]=1>C(Cl)(Cl)Cl>[F:15][C:16]1[CH:17]=[CH:18][C:19]([N:22]2[C:30]3[CH2:29][CH2:28][CH2:27][N:26]([C:8](=[O:10])[CH2:7][N:6]4[C:2]([CH3:1])=[N:3][C:4]([C:11]([F:14])([F:13])[F:12])=[N:5]4)[C:25]=3[CH:24]=[N:23]2)=[CH:20][CH:21]=1. Procedure details: The title compound was prepared from 2-(5-methyl-3-(trifluoromethyl)-1H-1,2,4-triazol-1-yl)acetic acid and 1-(4-fluorophenyl)-4,5,6,7-tetrahydro-1H-pyrazolo[4,3-b]pyridine using General Method B. The product mixture was diluted with 1 mL of CHCl3 and washed with H2O. The organic layer was concentrated and the residue was purified by reverse phase HPLC (C18 column, acetonitrile-H2O with 0.1% TFA as eluent) to provide 37 mg of the title compound as a white solid. 1H NMR (400 MHz, CDCl3, mixture of... Starting materials: N1(C=NC=C1)CC1=C(C=C(C(=O)O)C=C1)OC (4-(imidazol-1-ylmethyl)-3-methoxybenzoic acid), CN(C)C(=[N+](C)C)ON1C2=C(C=CC=C2)N=N1.[B-](F)(F)(F)F (TBTU), C(C)(C)N(CC)C(C)C (diisopropylethylamine), ClC1=CC2=C(NC(=N2)[C@H](C)N)C=C1 ((1S)-1-(5-chloro-1H-benzimidazol-2-yl)ethylamine), ClCl (chlorine), C21H20ClN5O2, ClCl (chlorine). Run in O1CCCC1 (tetrahydrofuran), ClCCl.C(C)O (dichloromethane ethanol). Product: ClC1=CC2=C(NC(=N2)[C@H](C)NC(C2=CC(=C(C=C2)CN2C=NC=C2)OC)=O)C=C1 (N-[(1S)-1-(5-chloro-1H-benzimidazol-2-yl)ethyl]-4-(imidazol-1-ylmethyl)-3-methoxybenzamide). Isolated yield 98.0%. Reaction SMILES: [N:1]1([CH2:6][C:7]2[CH:15]=[CH:14][C:10]([C:11]([OH:13])=O)=[CH:9][C:8]=2[O:16][CH3:17])[CH:5]=[CH:4][N:3]=[CH:2]1.CN(C(ON1N=NC2C=CC=CC1=2)=[N+](C)C)C.[B-](F)(F)(F)F.C(N(C(C)C)CC)(C)C.[Cl:49][C:50]1[CH:61]=[CH:60][C:53]2[NH:54][C:55]([C@@H:57]([NH2:59])[CH3:58])=[N:56][C:52]=2[CH:51]=1.ClCl>O1CCCC1.ClCCl.C(O)C>[Cl:49][C:50]1[CH:61]=[CH:60][C:53]2[NH:54][C:55]([C@@H:57]([NH:59][C:11](=[O:13])[C:10]3[CH:14]=[CH:15][C:7]([CH2:6][N:1]4[CH:5]=[CH:4][N:3]=[CH:2]4)=[C:8]([O:16][CH3:17])[CH:9]=3)[CH3:58])=[N:56][C:52]=2[CH:51]=1 |f:1.2,7.8|. Procedure details: Prepared analogously to Example 1g from 4-(imidazol-1-ylmethyl)-3-methoxybenzoic acid, TBTU, diisopropylethylamine and (1S)-1-(5-chloro-1H-benzimidazol-2-yl)ethylamine in tetrahydrofuran. Yield: 98%; Rf value: 0.48 (silica gel; dichloromethane/ethanol=4:1); C21H20ClN5O2 (409.879); mass spectrum: (M+H)+=410/412 (chlorine isotope) and (M−H)−=408/410 (chlorine isotope). Reactants: CC(=O)OC(C)=O, CC(=O)O, [Fe], O=C(O)Cc1ccc([N+](=O)[O-])cc1. The product is CC(=O)Nc1ccc(CC(=O)O)cc1. RXN SMILES: [CH3:14][C:15](=[O:16])[O:17][C:18](=[O:19])[CH3:20].[CH3:21][C:22](=[O:23])[OH:24].[Fe:25].[N+:1]([O-:2])(=[O:3])[c:4]1[cH:5][cH:6][c:7]([CH2:10][C:11](=[O:12])[OH:13])[cH:8][cH:9]1>>[NH:1]([c:4]1[cH:5][cH:6][c:7]([CH2:10][C:11](=[O:12])[OH:13])[cH:8][cH:9]1)[C:15]([CH3:14])=[O:16].